From a dataset of the Open Reaction Database (ORD), a public repository of structured organic reaction records. describe an organic reaction: reactants, conditions, products, and yield Reactants: CCOC(=O)C(C)(C)c1ccc([N+](=O)[O-])cc1, CCO, [H][H]. Yields the product CCOC(=O)C(C)(C)c1ccc(N)cc1. As a reaction SMILES: [CH3:1][C:2]([C:3](=[O:4])[O:5][CH2:6][CH3:7])([CH3:8])[c:9]1[cH:10][cH:11][c:12]([N+:15]([O-:16])=[O:17])[cH:13][cH:14]1.[CH3:20][CH2:21][OH:22].[H:18][H:19]>>[CH3:1][C:2]([C:3](=[O:4])[O:5][CH2:6][CH3:7])([CH3:8])[c:9]1[cH:10][cH:11][c:12]([NH2:15])[cH:13][cH:14]1. Starting materials: ClC(Cl)(Cl)Cl, Cc1cc(C(F)(F)F)cc([N+](=O)[O-])c1I, CC(C)(C#N)N=NC(C)(C)C#N, O=C1CCC(=O)N1Br. Product: O=[N+]([O-])c1cc(C(F)(F)F)cc(CBr)c1I. As a reaction SMILES: [C:36]([Cl:37])([Cl:38])([Cl:39])[Cl:40].[CH3:1][c:2]1[c:3]([I:15])[c:4]([N+:12](=[O:13])[O-:14])[cH:5][c:6]([C:8]([F:9])([F:10])[F:11])[cH:7]1.[N:24]#[C:25][C:26]([N:27]=[N:28][C:29]([C:30]#[N:31])([CH3:32])[CH3:33])([CH3:34])[CH3:35].[O:16]=[C:17]1[N:18]([Br:23])[C:19](=[O:20])[CH2:21][CH2:22]1>>[CH2:1]([c:2]1[c:3]([I:15])[c:4]([N+:12](=[O:13])[O-:14])[cH:5][c:6]([C:8]([F:9])([F:10])[F:11])[cH:7]1)[Br:23]. Starting materials: ClCC(=O)NCCC1=CC=CC=C1 (2-chloro-N-phenethylacetamide), COC(CN)OC (aminoacetaldehyde dimethylacetal). Yields the product C1(=CC=CC=C1)CCNC(C)=O (N-(2-phenylethyl)acetamide). RXN SMILES: Cl[CH2:2][C:3]([NH:5][CH2:6][CH2:7][C:8]1[CH:13]=[CH:12][CH:11]=[CH:10][CH:9]=1)=[O:4].COC(OC)CN>>[C:8]1([CH2:7][CH2:6][NH:5][C:3](=[O:4])[CH3:2])[CH:13]=[CH:12][CH:11]=[CH:10][CH:9]=1. Procedure: Eur. J. Org. Chem. 2008, 895-913 describes a process comprising: a) reacting phenylethylamine with chloroacetyl chloride in presence of sodium bicarbonate to obtain 2-chloro-N-phenethylacetamide, b) treating 2-chloro-N-phenethylacetamide with aminoacetaldehyde dimethylacetal to give 2-[2,2-dimethoxyethyl)amino]-N-(2-phenylethyl)acetamide, c) making hydrochloride salt of 2-[(2,2-dimethoxyethyl)amino]-N-(2-phenylethyl)acetamide, and d) cyclising using sulphuric acid to form praziquanamine (i.e.4-o... Procedure details: 0.390 G. of 4'-cyano-4-hydroxy-biphenyl are dissolved in 4.0 ml. of absolute pyridine and reacted with 0.289g. of valeric acid chloride as in Example 1. The 0.590 g. of brownish colored turbid oil obtained according to the procedure described in Example 1 are dissolved in benzene and chromatographed on 40 g. of silica gel. Benzene elutes 0.518 g. of a colorless, turbid oil which crystallizes upon trituration. It is recrytallized from acetone-hexane up to constant melting point and clearing point... Starting materials: C(#N)C1=CC=C(C=C1)C1=CC=C(C=C1)O (4'-cyano-4-hydroxy-biphenyl), N1=CC=CC=C1 (pyridine), C(CCCC)(=O)Cl (valeric acid chloride). Product: C(CCCC)(=O)OC1=CC=C(C=C1)C1=CC=C(C=C1)C#N (4'-cyano-4-biphenylyl valerate). Solvent: C1=CC=CC=C1 (benzene). As a reaction SMILES: [C:1]([C:3]1[CH:8]=[CH:7][C:6]([C:9]2[CH:14]=[CH:13][C:12]([OH:15])=[CH:11][CH:10]=2)=[CH:5][CH:4]=1)#[N:2].N1C=CC=CC=1.[C:22](Cl)(=[O:27])[CH2:23][CH2:24][CH2:25][CH3:26]>C1C=CC=CC=1>[C:22]([O:15][C:12]1[CH:13]=[CH:14][C:9]([C:6]2[CH:5]=[CH:4][C:3]([C:1]#[N:2])=[CH:8][CH:7]=2)=[CH:10][CH:11]=1)(=[O:27])[CH2:23][CH2:24][CH2:25][CH3:26]. The reactants are C(CCC)[Li] (n-Butyl lithium), CC1=C(C(=O)NC)C=C(C=C1)CN1CCN(CC1)C (2,N-dimethyl-5-(4-methylpiperazin-1-ylmethyl)benzamide), [Si](C)(C)(C(C)(C)C)OC1=C(C=C(C#N)C=C1C)C (4-(tert-butyldimethylsilanyloxy)-3,5-dimethylbenzonitrile). The solvent is C1CCOC1 (THF), C1CCOC1 (THF). Run at temperature -50 celsius, time 1 hour. The product is CC1=C(C(=CC(=C1)C=1N=C(C2=CC(=CC=C2C1)CN1CCN(CC1)C)NC)C)O (2,6-dimethyl-4-[1-methylamino-7-(4-methylpiperazin-1-ylmethyl) isoquinolin-3-yl]phenol). Yield: 37.4%. As a reaction SMILES: C([Li])CCC.[CH3:6][C:7]1[CH:16]=[CH:15][C:14]([CH2:17][N:18]2[CH2:23][CH2:22][N:21]([CH3:24])[CH2:20][CH2:19]2)=[CH:13][C:8]=1[C:9]([NH:11][CH3:12])=O.[Si]([O:32][C:33]1[C:40]([CH3:41])=[CH:39][C:36]([C:37]#[N:38])=[CH:35][C:34]=1[CH3:42])(C(C)(C)C)(C)C>C1COCC1>[CH3:41][C:40]1[CH:39]=[C:36]([C:37]2[N:38]=[C:9]([NH:11][CH3:12])[C:8]3[C:7]([CH:6]=2)=[CH:16][CH:15]=[C:14]([CH2:17][N:18]2[CH2:23][CH2:22][N:21]([CH3:24])[CH2:20][CH2:19]2)[CH:13]=3)[CH:35]=[C:34]([CH3:42])[C:33]=1[OH:32]. Reported procedure: To a solution of 5-bromomethyl-2,N-dimethylbenzamide (4.94 g, 24 mmol) in anhydrous THF (75 mL) was added N-methylpiperazine (5.3 mL, 4.81 g, 48 mmol). A white precipitate was formed. Stirring continued overnight. Water (100 mL) was added, and the mixture was extracted with ethyl acetate (200 mL). The organic layer was washed with brine and dried over anhydrous Na2SO4. Purification by column chromatography (Silica Gel 230-400 mesh; 0-5% methanol (containing 7.0 M ammonia) in CH2Cl2 as eluent) to... The yield is 138.0%. The product is N (ammonia), C(C)(C)(C)OCCN1CCC(CC1)OC1=C2C(=NC=NC2=CC(=C1)OCCCN1CCN(CC1)C)NC1=NNC(=C1)CC(=O)NC1=CC(=CC=C1)F (2-[3-({5-{[1-(2-tert-butoxyethyl)piperidin-4-yl]oxy}-7-[3-(4-methylpiperazin-1-yl)propoxy]quinazolin-4-yl}amino)-1H-pyrazol-5-yl]-N-(3-fluorophenyl)acetamide). The reactants are C(C)(C)(C)OCCN1CCC(CC1)OC1=C2C(=NC=NC2=CC(=C1)OCCCN1CCN(CC1)C)NC1=NNC(=C1)CC(=O)O ([3-({5-{[1-(2-tert-butoxyethyl)piperidin-4-yl]oxy}-7-[3-(4-methylpiperazin-1-yl)propoxy]quinazolin-4-yl}amino)-1H-pyrazol-5-yl]acetic acid), FC=1C=C(N)C=CC1 (3-fluoroaniline), Cl.CN(CCCN=C=NCC)C (1-(3-dimethylamino-propyl)-3-ethylcarbodiimide hydrochloride), OC1=[N+](C=CC=C1)[O-] (2-hydroxypyridin-1-oxide). RXN SMILES: [C:1]([O:5][CH2:6][CH2:7][N:8]1[CH2:13][CH2:12][CH:11]([O:14][C:15]2[CH:24]=[C:23]([O:25][CH2:26][CH2:27][CH2:28][N:29]3[CH2:34][CH2:33][N:32]([CH3:35])[CH2:31][CH2:30]3)[CH:22]=[C:21]3[C:16]=2[C:17]([NH:36][C:37]2[CH:41]=[C:40]([CH2:42][C:43]([OH:45])=O)[NH:39][N:38]=2)=[N:18][CH:19]=[N:20]3)[CH2:10][CH2:9]1)([CH3:4])([CH3:3])[CH3:2].[F:46][C:47]1[CH:48]=[C:49]([CH:51]=[CH:52][CH:53]=1)[NH2:50].Cl.CN(C)CCCN=C=NCC.OC1C=CC=C[N+]=1[O-]>CN(C)C=O.ClCCl>[NH3:8].[C:1]([O:5][CH2:6][CH2:7][N:8]1[CH2:9][CH2:10][CH:11]([O:14][C:15]2[CH:24]=[C:23]([O:25][CH2:26][CH2:27][CH2:28][N:29]3[CH2:34][CH2:33][N:32]([CH3:35])[CH2:31][CH2:30]3)[CH:22]=[C:21]3[C:16]=2[C:17]([NH:36][C:37]2[CH:41]=[C:40]([CH2:42][C:43]([NH:50][C:49]4[CH:51]=[CH:52][CH:53]=[C:47]([F:46])[CH:48]=4)=[O:45])[NH:39][N:38]=2)=[N:18][CH:19]=[N:20]3)[CH2:12][CH2:13]1)([CH3:2])([CH3:3])[CH3:4] |f:2.3|. Solvent: ClCCl (dichloromethane), CN(C=O)C (dimethylformamide). Procedure: [3-({5-{[1-(2-tert-butoxyethyl)piperidin-4-yl]oxy}-7-[3-(4-methylpiperazin-1-yl)propoxy]quinazolin-4-yl}amino)-1H-pyrazol-5-yl]acetic acid (140 mg, 0.22 mmol) in dimethylformamide (1 ml) was reacted with 3-fluoroaniline (24 μl, 0.25 mmol) in the presence of 1-(3-dimethylamino-propyl)-3-ethylcarbodiimide hydrochloride (48 mg, 0.25 mmol) and 2-hydroxypyridin-1-oxide (27 mg, 0.24 mmol) at 50° C. for 45 minutes. The solvent was evaporated and the residue purified by chromatography on silica gel. Elu... Reactants: CC1=CCCC2=CC=CC=C12 (1-methyl-3,4-dihydronaphthalene), C(C)(=O)O (acetic acid), C=O (formaldehyde), Cl.CN (methylamine hydrochloride). Yields the product CN1CC=2CCC3=C(C2CC1)C=CC=C3 (1,2,3,4,5,6-Hexahydro-3-methylbenz[f]isoquinoline). Yield: 44.0%. RXN SMILES: [CH3:1][C:2]1[C:11]2[C:6](=[CH:7][CH:8]=[CH:9][CH:10]=2)[CH2:5][CH2:4][CH:3]=1.C=O.Cl.[CH3:15][NH2:16].[C:17](O)(=O)[CH3:18]>>[CH3:15][N:16]1[CH2:5][CH2:6][C:11]2[C:10]3[CH:9]=[CH:8][CH:7]=[CH:18][C:17]=3[CH2:4][CH2:3][C:2]=2[CH2:1]1 |f:2.3|. Procedure details: Following the procedure of Example 1, step 3, 10 g (70 mmol) of 1-methyl-3,4-dihydronaphthalene and 22.55 g (278 mmol) of 37% formaldehyde solution in 60 ml of acetic acid were reacted with 10.8 g (0.16 mol) of methylamine hydrochloride. Chromatography on flash silica, eluting with 10% methanol/dichloromethane gave 6.0 g (44%) of the title product as a yellow oil. The hydrochloride salt was made using ethereal hydrogen chloride. Upon evaporation of the solvent and recrystallisation from ethyl ac... The reactants are C=C(C)B(O)O, O=C([O-])[O-], C1CCOC1, ClCCl, COC(=O)c1ccc(-c2ccc(OC)c(-c3ccc(Cl)nc3CN3C(=O)OC(c4cc(C(F)(F)F)cc(C(F)(F)F)c4)C3C)c2)c(C)c1, [K+], [K+]. The product is C=C(C)c1ccc(-c2cc(-c3ccc(C(=O)OC)cc3C)ccc2OC)c(CN2C(=O)OC(c3cc(C(F)(F)F)cc(C(F)(F)F)c3)C2C)n1. Reaction SMILES: [C:49](=[CH2:50])([CH3:51])[B:52]([OH:53])[OH:54].[C:55](=[O:56])([O-:57])[O-:58].[CH2:61]1[O:62][CH2:63][CH2:64][CH2:65]1.[Cl:66][CH2:67][Cl:68].[F:1][C:2]([c:3]1[cH:4][c:5]([CH:13]2[CH:14]([CH3:46])[N:15]([CH2:19][c:20]3[n:21][c:22]([Cl:45])[cH:23][cH:24][c:25]3-[c:26]3[cH:27][c:28](-[c:34]4[c:35]([CH3:44])[cH:36][c:37]([C:40](=[O:41])[O:42][CH3:43])[cH:38][cH:39]4)[cH:29][cH:30][c:31]3[O:32][CH3:33])[C:16](=[O:18])[O:17]2)[cH:6][c:7]([C:9]([F:10])([F:11])[F:12])[cH:8]1)([F:47])[F:48].[K+:59].[K+:60]>>[F:1][C:2]([c:3]1[cH:4][c:5]([CH:13]2[CH:14]([CH3:46])[N:15]([CH2:19][c:20]3[n:21][c:22]([C:49](=[CH2:50])[CH3:51])[cH:23][cH:24][c:25]3-[c:26]3[cH:27][c:28](-[c:34]4[c:35]([CH3:44])[cH:36][c:37]([C:40](=[O:41])[O:42][CH3:43])[cH:38][cH:39]4)[cH:29][cH:30][c:31]3[O:32][CH3:33])[C:16](=[O:18])[O:17]2)[cH:6][c:7]([C:9]([F:10])([F:11])[F:12])[cH:8]1)([F:47])[F:48].